This data is from the Open Reaction Database (ORD), a public repository of structured organic reaction records. The task is: describe an organic reaction: reactants, conditions, products, and yield Starting materials: C(C)I (ethyl iodide), C([O-])([O-])=O.[K+].[K+] (potassium carbonate), ClC1=C(C=CC=C1)[N+](=O)[O-] (4-Chloro-3-nitrobenzene). Run in CC(=O)C (acetone). Reaction conditions: temperature 40 celsius. Product: ClC1=C(C=C(C=C1)OCC)[N+](=O)[O-] (1-Chloro-4-ethoxy-2-nitrobenzene). Reaction SMILES: [Cl:1][C:2]1[CH:7]=[CH:6][CH:5]=[CH:4][C:3]=1[N+:8]([O-:10])=[O:9].[CH2:11](I)[CH3:12].C(=O)([O-])[O-:15].[K+].[K+]>CC(C)=O>[Cl:1][C:2]1[CH:7]=[CH:6][C:5]([O:15][CH2:11][CH3:12])=[CH:4][C:3]=1[N+:8]([O-:10])=[O:9] |f:2.3.4|. Reported procedure: 4-Chloro-3-nitrobenzene (5.0 g) was dissolved in acetone and ethyl iodide (2.5 ml) and potassium carbonate (4.4 g) were added. The reaction mixture was stirred at 40° C. for 4½ hours. After cooling to room temperature the mixture was filtered and the filtrate was evaporated to dryness. 1H NMR (400 MHz, d6-DMSO) δ: 7.64 (m, 2H), 7.27 (dd, 1H, J 9.0, 3.1 Hz), 4.12 (q, 2H, J 7.0 Hz), 1.34 (t, 3H, 7.0 Hz). The reactants are para nitro, OC=1C=CC(=C(C=O)C1)[N+](=O)[O-] (5-hydroxy-2-nitrobenzaldehyde), OC=1C=CC(=C(C#N)C1)[N+](=O)[O-] (5-hydroxy-2-nitrobenzonitrile), para nitro. Product: OC=1C=C(C=O)C=CC1 (3-hydroxybenzaldehyde). Isolated yield 34.0%. RXN SMILES: OC1C=CC([N+]([O-])=O)=C(C=1)C#N.[OH:13][C:14]1[CH:15]=[CH:16][C:17]([N+]([O-])=O)=[C:18]([CH:21]=1)[CH:19]=[O:20]>>[OH:13][C:14]1[CH:21]=[C:18]([CH:17]=[CH:16][CH:15]=1)[CH:19]=[O:20]. Procedure details: For example, in Case No. 9 of the above table, the yield of the para nitro isomer (4-nitro isomer), i.e., 5-hydroxy-2-nitrobenzonitrile, is 32.5%, and in Case No. 10 the yield of the para nitro isomer, i.e., 5-hydroxy-2-nitrobenzaldehyde, is 38.47%. Studies have been done in order to separate a single objective nitrated product from such an isomeric mixture. For example, Hornig reported that 5-hydroxy-2-nitrobenzaldehyde in purified form was obtained in 34% yield by recrystallization from water ... Starting materials: CC(=O)[O-], CCO, CC(C)Oc1cc(C(=NO)c2cc(F)cc(OC(F)(F)C(F)F)c2)ccc1F, [NH4+], [NH4+], [OH-], [Zn]. Product: CC(C)Oc1cc(C(N)c2cc(F)cc(OC(F)(F)C(F)F)c2)ccc1F. Reaction SMILES: [CH3:30][C:31](=[O:32])[O-:33].[CH3:34][CH2:35][OH:36].[F:1][c:2]1[c:3]([O:25][CH:26]([CH3:27])[CH3:28])[cH:4][c:5]([C:8](=[N:9][OH:10])[c:11]2[cH:12][c:13]([F:24])[cH:14][c:15]([O:17][C:18]([CH:19]([F:20])[F:21])([F:22])[F:23])[cH:16]2)[cH:6][cH:7]1.[NH4+:29].[NH4+:38].[OH-:37].[Zn:39]>>[F:1][c:2]1[c:3]([O:25][CH:26]([CH3:27])[CH3:28])[cH:4][c:5]([CH:8]([NH2:9])[c:11]2[cH:12][c:13]([F:24])[cH:14][c:15]([O:17][C:18]([CH:19]([F:20])[F:21])([F:22])[F:23])[cH:16]2)[cH:6][cH:7]1.